Task: describe an organic reaction: reactants, conditions, products, and yield. Dataset: the Open Reaction Database (ORD), a public repository of structured organic reaction records The reactants are CC1=CC=C(C=C1)S(=O)(=O)OC[C@@H](C)OC1OCCCC1 ((2R)-2-(tetrahydro-2H-pyran-2-yloxy)propyl 4-methylbenzenesulfonate), Heterocyclic, CC1=CC=C(C=C1)S(=O)(=O)OC[C@H](C)OC1OCCCC1 ((2S)-2-(tetrahydro-2H-pyran-2-yloxy)propyl 4-methylbenzenesulfonate), FC1(CCC(CC1)C1=C(C(=NC=2CC(CC(C12)O)(C)C)C1CCN(CC1)C1=NC=C(C=N1)O)C(C1=CC=C(C=C1)C(F)(F)F)F)F (4-(4,4-Difluorocyclohexyl)-3-{fluoro[4-(trifluoromethyl)phenyl]methyl}-2-[1-(5-hydroxy pyrimidin-2-yl)piperidin-4-yl]-7,7-dimethyl-5,6,7,8-tetrahydroquinolin-5-ol). Yields the product FC1(CCC(CC1)C1=C(C(=NC=2CC(CC(C12)O)(C)C)C1CCN(CC1)C1=NC=C(C=N1)OC[C@@H](C)O)C(C1=CC=C(C=C1)C(F)(F)F)F)F ((−)-4-(4,4-Difluorocyclohexyl)-3-{fluoro[4-(trifluoromethyl)phenyl]methyl}-2-[1-(5-{[(2R)-2-hydroxypropyl]oxy}pyrimidin-2-yl)piperidin-4-yl]-7,7-dimethyl-5,6,7,8-tetrahydroquinolin-5-ol), solid. The yield is 71.0%. Reaction SMILES: CC1C=CC(S(O[CH2:12][C@H:13]([O:15]C2CCCCO2)[CH3:14])(=O)=O)=CC=1.CC1C=CC(S(OC[C@@H](OC2CCCCO2)C)(=O)=O)=CC=1.[F:43][C:44]1([F:88])[CH2:49][CH2:48][CH:47]([C:50]2[C:59]3[CH:58]([OH:60])[CH2:57][C:56]([CH3:62])([CH3:61])[CH2:55][C:54]=3[N:53]=[C:52]([CH:63]3[CH2:68][CH2:67][N:66]([C:69]4[N:74]=[CH:73][C:72]([OH:75])=[CH:71][N:70]=4)[CH2:65][CH2:64]3)[C:51]=2[CH:76]([F:87])[C:77]2[CH:82]=[CH:81][C:80]([C:83]([F:86])([F:85])[F:84])=[CH:79][CH:78]=2)[CH2:46][CH2:45]1>>[F:88][C:44]1([F:43])[CH2:45][CH2:46][CH:47]([C:50]2[C:59]3[CH:58]([OH:60])[CH2:57][C:56]([CH3:61])([CH3:62])[CH2:55][C:54]=3[N:53]=[C:52]([CH:63]3[CH2:64][CH2:65][N:66]([C:69]4[N:74]=[CH:73][C:72]([O:75][CH2:12][C@H:13]([OH:15])[CH3:14])=[CH:71][N:70]=4)[CH2:67][CH2:68]3)[C:51]=2[CH:76]([F:87])[C:77]2[CH:78]=[CH:79][C:80]([C:83]([F:85])([F:84])[F:86])=[CH:81][CH:82]=2)[CH2:48][CH2:49]1. Procedure: Reactions similar to those of Example 37 were performed except for using (2R)-2-(tetrahydro-2H-pyran-2-yloxy)propyl 4-methylbenzenesulfonate, which was synthesized by the method described in B. A. Jones et al., Journal of Heterocyclic Chemistry, 1982, Vol. 19, pp. 551-556, instead of (2S)-2-(tetrahydro-2H-pyran-2-yloxy)propyl 4-methylbenzenesulfonate, and from 50 mg (77 μmol) of 4-(4,4-Difluorocyclohexyl)-3-{fluoro[4-(trifluoromethyl)phenyl]methyl}-2-[1-(5-hydroxy pyrimidin-2-yl)piperidin-4-yl]-... Starting materials: CNCCO (2-(methylamino)ethanol), N1=CC=CC=C1 (pyridine), C(OCC)(=O)Cl (ethyl chlorocarbonate), C(C)(=O)OCC (ethyl acetate), O (Water). Run at time 18 hour. Product: C(OCCN(C)C(=O)OCC)(OCC)=O (2-[(Ethoxycarbonyl)(methyl)amino]ethyl ethyl carbonate). Reaction SMILES: [CH3:1][NH:2][CH2:3][CH2:4][OH:5].N1C=CC=CC=1.[C:12](Cl)(=[O:16])[O:13][CH2:14][CH3:15].O.[C:19]([O:22][CH2:23][CH3:24])(=[O:21])C>>[C:19](=[O:21])([O:22][CH2:23][CH3:24])[O:5][CH2:4][CH2:3][N:2]([C:12]([O:13][CH2:14][CH3:15])=[O:16])[CH3:1]. Procedure details: To a solution (1000 mL) of 2-(methylamino)ethanol (100 g) in ethyl acetate was added pyridine (222 mL), ethyl chlorocarbonate (240 mL) was dropwise added over 2 hr. under ice-cooling. After the completion of the dropwise addition, the reaction mixture was stirred at room temperature for 18 hrs. Water (300 mL) was added, and the ethyl acetate layer was separated and washed with 1N hydrochloric acid (200 mL) and saturated brine (200 mL). After drying over anhydrous sodium sulfate, the layer was co... The reactants are CC1SC(c2cccnc2)N(C)C1=O, CI, CCCCCC, CC(C)NC(C)C, [Li]CCCC, O=P([O-])([O-])[O-], C1CCOC1. Yields the product CN1C(=O)C(C)(C)SC1c1cccnc1. RXN SMILES: [CH3:13][N:14]1[CH:15]([c:21]2[cH:22][n:23][cH:24][cH:25][cH:26]2)[S:16][CH:17]([CH3:20])[C:18]1=[O:19].[CH3:27][I:28].[CH3:34][CH2:35][CH2:36][CH2:37][CH2:38][CH3:39].[CH:1]([NH:2][CH:3]([CH3:4])[CH3:5])([CH3:6])[CH3:7].[Li:8][CH2:9][CH2:10][CH2:11][CH3:12].[O-:29][P:30](=[O:31])([O-:32])[O-:33].[O:40]1[CH2:41][CH2:42][CH2:43][CH2:44]1>>[CH3:1][C:17]1([CH3:20])[S:16][CH:15]([c:21]2[cH:22][n:23][cH:24][cH:25][cH:26]2)[N:14]([CH3:13])[C:18]1=[O:19]. The reactants are NC=1C=CC(=NC1)OC1=CC=CC=C1 (5-amino-2-phenoxypyridine), C(C)OC=C(C(=O)OCC)C(=O)OCC (diethyl ethoxymethylenemalonate). Yields the product O(C1=CC=CC=C1)C1=CC=C(C=N1)NC=C(C(=O)OCC)C(=O)OCC (diethyl 2-(6-phenoxy-3-pyridylaminomethylene)malonate). Reaction SMILES: [NH2:1][C:2]1[CH:3]=[CH:4][C:5]([O:8][C:9]2[CH:14]=[CH:13][CH:12]=[CH:11][CH:10]=2)=[N:6][CH:7]=1.C(O[CH:18]=[C:19]([C:25]([O:27][CH2:28][CH3:29])=[O:26])[C:20]([O:22][CH2:23][CH3:24])=[O:21])C>O>[O:8]([C:5]1[N:6]=[CH:7][C:2]([NH:1][CH:18]=[C:19]([C:20]([O:22][CH2:23][CH3:24])=[O:21])[C:25]([O:27][CH2:28][CH3:29])=[O:26])=[CH:3][CH:4]=1)[C:9]1[CH:14]=[CH:13][CH:12]=[CH:11][CH:10]=1. Reported procedure: A mixture of 5-amino-2-phenoxypyridine (10.49 g) and diethyl ethoxymethylenemalonate (12.2 g) was boiled under reflux for 2.5 hours. The mixture was cooled to ambient temperature and water (50 ml) was added. The mixture was extracted with dichloromethane to give diethyl 2-(6-phenoxy-3-pyridylaminomethylene)malonate as an oil. Run in O (water). The reactants are ClC1=CC2=C(OC3=C([C@H]4N2O[C@@H](C4)CN4CCN(CC4)C(C(F)(F)F)=O)C=CC=C3)C=C1 ((±)-cis-1-[(11-chloro-3,3a-dihydro-2H-dibenz[b,f]isoxazolo[2,3-d][1,4]-oxazepin-2-yl)methyl]-4-(trifluoroacetyl)piperazine), C([O-])([O-])=O.[K+].[K+] (potassium carbonate), CO (methanol). Run in O (water). Reaction conditions: time 2 hour. Yields the product C(C(=O)O)(=O)O.ClC1=CC2=C(OC3=C([C@H]4N2O[C@@H](C4)CN4CCNCC4)C=CC=C3)C=C1 ((±)-cis- 11-chloro-3,3a-dihydro-2-(1-piperazinylmethyl)-2H-dibenz[b,f]isoxazolo[2,3-d][1,4]oxazepine ethanedioate). Yield: 47.0%. As a reaction SMILES: [Cl:1][C:2]1[CH:32]=[CH:31][C:5]2[O:6][C:7]3[CH:30]=[CH:29][CH:28]=[CH:27][C:8]=3[C@@H:9]3[CH2:13][C@@H:12]([CH2:14][N:15]4[CH2:20][CH2:19][N:18]([C:21](=[O:26])C(F)(F)F)[CH2:17][CH2:16]4)[O:11][N:10]3[C:4]=2[CH:3]=1.[C:33](=[O:36])([O-:35])[O-].[K+].[K+].C[OH:40]>O>[C:21]([OH:26])(=[O:40])[C:33]([OH:35])=[O:36].[Cl:1][C:2]1[CH:32]=[CH:31][C:5]2[O:6][C:7]3[CH:30]=[CH:29][CH:28]=[CH:27][C:8]=3[C@@H:9]3[CH2:13][C@@H:12]([CH2:14][N:15]4[CH2:20][CH2:19][NH:18][CH2:17][CH2:16]4)[O:11][N:10]3[C:4]=2[CH:3]=1 |f:1.2.3,6.7|. Procedure: A mixture of (±)-cis-1-[(11-chloro-3,3a-dihydro-2H-dibenz[b,f]isoxazolo[2,3-d][1,4]-oxazepin-2-yl)methyl]-4-(trifluoroacetyl)piperazine (7.1 g), prepared following the procedure of example 7, and potassium carbonate (4.2 g) in methanol (300 ml) and water (43 ml) was stirred at RT for 2 hours. The solvent was evaporated. The residue was treated with water, extracted with CH2Cl2 and the separated organic layer was evaporated. The residue (5.1 g) was purified by flash chromatography over silica gel... The reactants are C(C)(C)(C)OC(=O)NC12CCC3CC32CN(C1)C(=O)OCC1=CC=CC=C1 (6-tert-butoxycarbonylamino-8-benzyloxycarbonyl-8-azatricyclo[4.3.0.01,3]nonane), [H][H] (hydrogen), [H][H] (hydrogen). The reagents and catalysts are [C].[Pd] (palladium-carbon), [C].[Pd] (palladium-carbon). The solvent is CO (methanol). Conditions: time 1 hour. Product: C(C)(C)(C)OC(=O)NC12CCC3CC32CNC1 (6-tert-Butoxycarbonylamino-8-azatricyclo[4.3.0.01,3]nonane). As a reaction SMILES: [C:1]([O:5][C:6]([NH:8][C:9]12[CH2:17][N:16](C(OCC3C=CC=CC=3)=O)[CH2:15][C:14]31[CH:12]([CH2:13]3)[CH2:11][CH2:10]2)=[O:7])([CH3:4])([CH3:3])[CH3:2].[H][H]>[C].[Pd].CO>[C:1]([O:5][C:6]([NH:8][C:9]12[CH2:17][NH:16][CH2:15][C:14]31[CH:12]([CH2:13]3)[CH2:11][CH2:10]2)=[O:7])([CH3:4])([CH3:2])[CH3:3] |f:2.3|. Procedure: A 10% palladium-carbon catalyst (47.6 mg, 50 wt %) was added to a solution of 6-tert-butoxycarbonylamino-8-benzyloxycarbonyl-8-azatricyclo[4.3.0.01,3]nonane (derived from optical isomer A) (95.2 mg, 0.255 mmol) in methanol (2.55 mL) in a nitrogen atmosphere. After the atmosphere was replaced with hydrogen, the mixture was stirred at room temperature for one hour. A 10% palladium-carbon catalyst (28.6 mg, 30 wt %) was added. After the atmosphere was replaced with hydrogen, the mixture was stirred...